From a dataset of the Open Reaction Database (ORD), a public repository of structured organic reaction records. describe an organic reaction: reactants, conditions, products, and yield The reactants are C([O-])([O-])=O.[Cs+].[Cs+] (caesium carbonate), FC(CI)(F)F (2,2,2-trifluoroethyl iodide), FC1=C(CN2N=C(C=3C2=NC=CC3)C=3N=C(C2=C(N3)NC(C2(C)C)=O)O)C=CC=C1 (2-[1-(2-Fluorobenzyl)-1H-pyrazolo[3,4-b]pyridin-3-yl]-4-hydroxy-5,5-dimethyl-5,7-dihydro-6H-pyrrolo[2,3-d]pyrimidin-6-one). The solvent is CN(C)C=O (DMF). Conditions: time 8 hour. The product is FC1=C(CN2N=C(C=3C2=NC=CC3)C=3N=C(C2=C(N3)NC(C2(C)C)=O)OCC(F)(F)F)C=CC=C1 (2-[1-(2-Fluorobenzyl)-1H-pyrazolo[3,4-b]pyridin-3-yl]-5,5-dimethyl-4-(2,2,2-trifluoroethoxy)-5,7-dihydro-6H-pyrrolo[2,3-d]pyrimidin-6-one). As a reaction SMILES: C(=O)([O-])[O-].[Cs+].[Cs+].[F:7][C:8]([F:12])([F:11])[CH2:9]I.[F:13][C:14]1[CH:42]=[CH:41][CH:40]=[CH:39][C:15]=1[CH2:16][N:17]1[C:21]2=[N:22][CH:23]=[CH:24][CH:25]=[C:20]2[C:19]([C:26]2[N:27]=[C:28]([OH:38])[C:29]3[C:34]([CH3:36])([CH3:35])[C:33](=[O:37])[NH:32][C:30]=3[N:31]=2)=[N:18]1>CN(C=O)C>[F:13][C:14]1[CH:42]=[CH:41][CH:40]=[CH:39][C:15]=1[CH2:16][N:17]1[C:21]2=[N:22][CH:23]=[CH:24][CH:25]=[C:20]2[C:19]([C:26]2[N:27]=[C:28]([O:38][CH2:9][C:8]([F:12])([F:11])[F:7])[C:29]3[C:34]([CH3:36])([CH3:35])[C:33](=[O:37])[NH:32][C:30]=3[N:31]=2)=[N:18]1 |f:0.1.2|. Procedure: 177 mg (0.54 mmol) of caesium carbonate and 114 mg (0.54 mmol) of 2,2,2-trifluoroethyl iodide were added to a suspension of 200 mg (0.5 mmol) of the compound from example 109 in DMF (1.97 ml) and it was stirred overnight at RT. Then it was heated in the microwave to 120° C. for 1 h. The reaction mixture was purified by preparative HPLC (Chromatorex C18, gradient of acetonitrile/0.01% aq. formic acid). Yield: 14.5 mg (6% of theor.). The reactants are COC1=CC=2C[C@H]([C@H]3C4=CC[C@@H]([C@@]4(C)CC[C@@H]3C2C=C1)O)C ((7α,17β)-3-methoxy-7-methylestra-1,3,5(10),14-tetraen-17-ol), ICI (diiodomethane), C(C)[Zn]CC (diethylzinc), Steroids, [Cl-].[NH4+] (ammonium chloride). The solvent is ClCCl (dichloromethane), CCCCCC (hexane). Run at time 21 hour. Product: COC1=CC=2C[C@H]([C@H]3[C@@]45[C@@H](C[C@@H]([C@@]4(C)CC[C@@H]3C2C=C1)O)C5)C ((7α,14β,15β,17β)-3-methoxy-7-methyl-14,15-methyleneestra-1,3,5(10)-trien-17-ol). RXN SMILES: [CH3:1][O:2][C:3]1[CH:20]=[CH:19][C:18]2[C@@H:17]3[C@H:8]([C:9]4[C@@:13]([CH2:15][CH2:16]3)([CH3:14])[C@@H:12]([OH:21])[CH2:11][CH:10]=4)[C@H:7]([CH3:22])[CH2:6][C:5]=2[CH:4]=1.I[CH2:24]I.C([Zn]CC)C.[Cl-].[NH4+]>ClCCl.CCCCCC>[CH3:1][O:2][C:3]1[CH:20]=[CH:19][C:18]2[C@@H:17]3[C@H:8]([C@@:9]45[CH2:24][C@@H:10]4[CH2:11][C@H:12]([OH:21])[C@:13]5([CH2:15][CH2:16]3)[CH3:14])[C@H:7]([CH3:22])[CH2:6][C:5]=2[CH:4]=1 |f:3.4|. Procedure details: i)—A solution of (7α,17β)-3-methoxy-7-methylestra-1,3,5(10),14-tetraen-17-ol [Segaloff, A. et al, Steroids 22, 99 (1973); 25.4 g] and diiodomethane (27 ml) in dry dichloromethane (500 ml) was cooled to 0° C. A solution of diethylzinc in hexane (15% wt., 300 ml) was added in 1 h and the reaction mixture was stirred for 21 h at room temperature. Ice was added and the mixture was poured into a saturated aqueous solution of ammonium chloride. The product was extracted into diethyl ether; the combine...